Dataset: the Open Reaction Database (ORD), a public repository of structured organic reaction records. Task: describe an organic reaction: reactants, conditions, products, and yield Starting materials: C(C)(=O)N1CC2=C(CC1)N(N=C2C=2C=C(C#N)C=CC2)[C@H]2[C@@H](CC1=C(C=C(C=C21)F)Br)O (3-[5-acetyl-1-((1R,2R)-4-bromo-6-fluoro-2-hydroxy-indan-1-yl)-4,5,6,7-tetrahydro-1H-pyrazolo[4,3-c]pyridin-3-yl]-benzonitrile), C(#N)[Cu] (CuCN). The solvent is CS(=O)C (dimethylsulfoxide). Run at temperature 180 celsius, time 90 minute. Yields the product C(C)(=O)N1CC2=C(CC1)N(N=C2C2=CC(=CC=C2)C#N)[C@H]2[C@@H](CC=1C(=CC(=CC21)F)C#N)O ((1R,2R)-1-[5-Acetyl-3-(3-cyano-phenyl)-4,5,6,7-tetrahydro-pyrazolo[4,3-c]pyridin-1-yl]-6-fluoro-2-hydroxy-indan-4-carbonitrile). Yield: 20.2%. As a reaction SMILES: [C:1]([N:4]1[CH2:9][CH2:8][C:7]2[N:10]([C@@H:21]3[C:29]4[C:24](=[C:25](Br)[CH:26]=[C:27]([F:30])[CH:28]=4)[CH2:23][C@H:22]3[OH:32])[N:11]=[C:12]([C:13]3[CH:14]=[C:15]([CH:18]=[CH:19][CH:20]=3)[C:16]#[N:17])[C:6]=2[CH2:5]1)(=[O:3])[CH3:2].[C:33]([Cu])#[N:34]>CS(C)=O>[C:1]([N:4]1[CH2:9][CH2:8][C:7]2[N:10]([C@@H:21]3[C:29]4[CH:28]=[C:27]([F:30])[CH:26]=[C:25]([C:33]#[N:34])[C:24]=4[CH2:23][C@H:22]3[OH:32])[N:11]=[C:12]([C:13]3[CH:20]=[CH:19][CH:18]=[C:15]([C:16]#[N:17])[CH:14]=3)[C:6]=2[CH2:5]1)(=[O:3])[CH3:2]. Procedure details: According to Scheme 15: A mixture of 3-[5-acetyl-1-((1R,2R)-4-bromo-6-fluoro-2-hydroxy-indan-1-yl)-4,5,6,7-tetrahydro-1H-pyrazolo[4,3-c]pyridin-3-yl]-benzonitrile (11d) (0.15 g, 0.303 mmol) and CuCN (54 mg, 0.606 mmol) in dimethylsulfoxide (2 ml) was stirred at 180° C. for 90 min under microwave irradiation. The mixture was purified by reverse phase HPLC (CH3CN/water gradient with 0.1% trifluoroacetic acid) to give 27 mg of (1R,2R)-1-[5-acetyl-3-(3-cyano-phenyl)-4,5,6,7-tetrahydro-pyrazolo[4,3-c...